Dataset: the Open Reaction Database (ORD), a public repository of structured organic reaction records. Task: describe an organic reaction: reactants, conditions, products, and yield Starting materials: Cc1nc(-c2cn3c(n2)-c2ccc(Br)cc2OCC3)n(C(C)C)n1, O=C([O-])[O-], COCCOC, CCOC(=O)C(C)(C)n1cc(B2OC(C)(C)C(C)(C)O2)cn1, [Cs+], [Cs+], O. Yields the product CCOC(=O)C(C)(C)n1cc(-c2ccc3c(c2)OCCn2cc(-c4nc(C)nn4C(C)C)nc2-3)cn1. Reaction SMILES: [Br:1][c:2]1[cH:3][c:4]2[c:5]([cH:23][cH:24]1)-[c:6]1[n:7]([cH:11][c:12](-[c:14]3[n:15][c:16]([CH3:22])[n:17][n:18]3[CH:19]([CH3:20])[CH3:21])[n:13]1)[CH2:8][CH2:9][O:10]2.[C:47](=[O:48])([O-:49])[O-:50].[CH2:54]([CH2:55][O:56][CH3:57])[O:58][CH3:59].[CH3:25][C:26]([C:27](=[O:28])[O:29][CH2:30][CH3:31])([CH3:32])[n:33]1[n:34][cH:35][c:36]([B:38]2[O:39][C:40]([CH3:41])([CH3:42])[C:43]([CH3:44])([CH3:45])[O:46]2)[cH:37]1.[Cs+:51].[Cs+:52].[OH2:53]>>[c:2]1(-[c:36]2[cH:35][n:34][n:33]([C:26]([CH3:25])([C:27](=[O:28])[O:29][CH2:30][CH3:31])[CH3:32])[cH:37]2)[cH:3][c:4]2[c:5]([cH:23][cH:24]1)-[c:6]1[n:7]([cH:11][c:12](-[c:14]3[n:15][c:16]([CH3:22])[n:17][n:18]3[CH:19]([CH3:20])[CH3:21])[n:13]1)[CH2:8][CH2:9][O:10]2. Reactants: C1(=CC=C(C=C1)S(=O)(=O)Cl)C (p-toluenesulfonyl chloride), S1C=CC=C1 (thiophene). The reagents and catalysts are [Cl-].[Zn+2].[Cl-] (zinc chloride). Solvent: C(C)#N (acetonitrile). Yields the product S(=O)(=O)(C1=CC=C(C)C=C1)C=1SC=CC1 (2-Tosylthiophene). Yield: 95.5%. RXN SMILES: [C:1]1([CH3:11])[CH:6]=[CH:5][C:4]([S:7](Cl)(=[O:9])=[O:8])=[CH:3][CH:2]=1.[S:12]1[CH:16]=[CH:15][CH:14]=[CH:13]1>C(#N)C.[Cl-].[Zn+2].[Cl-]>[S:7]([C:13]1[S:12][CH:16]=[CH:15][CH:14]=1)([C:4]1[CH:5]=[CH:6][C:1]([CH3:11])=[CH:2][CH:3]=1)(=[O:9])=[O:8] |f:3.4.5|. Procedure: A mixture of p-toluenesulfonyl chloride (3 g, 15.7 mmol) and zinc chloride (3 g, 21.3 mmol) in acetonitrile (30 mL) was heated to reflux and thiophene (2.4 g, 28.5 mmol) was added dropwise. After refluxing for 4 h the mixture was cooled to rt and filtered through Celite. The filtrate was concentrated in vacuo and then 100 mL of sodium hydroxide (2 N) was added. The mixture was extracted with ethyl acetate (3×60 mL) and the combined organic layers were washed with hydrochloric acid (10%, 50 mL) a...